Dataset: the Open Reaction Database (ORD), a public repository of structured organic reaction records. Task: describe an organic reaction: reactants, conditions, products, and yield The reactants are C(C)(=O)O[C@H]1[C@H](OC(C2=CC=CC=C2)=O)[C@H](OC(C2=CC=CC=C2)=O)[C@H](O1)COC(C1=CC=CC=C1)=O (1-O-acetyl-2,3,5-tri-O-benzoyl-β-D-ribofuranose), OC1=C2CCCC(C2=CC=C1)=O (5-hydroxy-1-tetralone), B(F)(F)F (boron trifluoride). Run in ClCCl (dichloromethane). Yields the product O([C@H]1[C@H](O)[C@H](O)[C@H](O1)CO)C1=C2CCCC(C2=CC=C1)=O (1-Tetralone-5-yl β-D-Ribofuranoside). The yield is 139.5%. As a reaction SMILES: C(O[C@@H:5]1[O:27][C@H:26]([CH2:28][O:29]C(=O)C2C=CC=CC=2)[C@@H:16]([O:17]C(=O)C2C=CC=CC=2)[C@H:6]1[O:7]C(=O)C1C=CC=CC=1)(=O)C.[OH:38][C:39]1[CH:48]=[CH:47][CH:46]=[C:45]2[C:40]=1[CH2:41][CH2:42][CH2:43][C:44]2=[O:49].B(F)(F)F>ClCCl>[O:38]([C:39]1[CH:48]=[CH:47][CH:46]=[C:45]2[C:40]=1[CH2:41][CH2:42][CH2:43][C:44]2=[O:49])[C@@H:5]1[O:27][C@H:26]([CH2:28][OH:29])[C@@H:16]([OH:17])[C@H:6]1[OH:7]. Reported procedure: A solution of 1-O-acetyl-2,3,5-tri-O-benzoyl-β-D-ribofuranose (426 mg, 0.84 mmol), 5-hydroxy-1-tetralone (122 mg, 0.75 mmol) and boron trifluoride diethyletherate (120 mg, 0.84 mmol, 106 μl) in dichloromethane (4 ml) was stirred at room temperature, under argon for 19 hours. Work-up as for Stage 1 in Example 1 then flash chromatography on silica gel (eluting with 2% acetone in toluene) gave the title compound as a colourless oil (308 mg of approx. 51% purity). The reactants are FC1=C(C(=C(C(=C1C(=O)CC(=O)OCC)F)F)F)F (ethyl pentafluorobenzoylacetate), C1(=CC=CC=C1)NN (phenylhydrazine), Cl (HCl). Solvent: CO (methanol). Reaction conditions: temperature 110 celsius. Product: C1(=CC=CC=C1)N1N=C(C=C1O)C1=C(C(=C(C(=C1F)F)F)F)F (1-phenyl-3-(pentafluorophenyl)-5-hydroxypyrazole). Isolated yield 54.0%. RXN SMILES: [F:1][C:2]1[C:7]([C:8]([CH2:10][C:11]([O:13]CC)=O)=O)=[C:6]([F:16])[C:5]([F:17])=[C:4]([F:18])[C:3]=1[F:19].[C:20]1([NH:26][NH2:27])[CH:25]=[CH:24][CH:23]=[CH:22][CH:21]=1.Cl>CO>[C:20]1([N:26]2[C:11]([OH:13])=[CH:10][C:8]([C:7]3[C:6]([F:16])=[C:5]([F:17])[C:4]([F:18])=[C:3]([F:19])[C:2]=3[F:1])=[N:27]2)[CH:25]=[CH:24][CH:23]=[CH:22][CH:21]=1. Reported procedure: A mixture of 2.82 g (10 mmol) of ethyl pentafluorobenzoylacetate, phenylhydrazine (1.08 g; 10 mmol), and 0.33 ml of conc. HCl in 10 ml of methanol was refluxed for 18 hours. The mixture was concentrated in vacuo, the residue was diluted with toluene and heated at 110° C. for 20 hours and cooled. The mixture was diluted with sodium bicarbonate solution and extracted with ethyl acetate (3×). The combined organic layer was dried over sodium sulfate and concentrated in vacuo. The residue was purifie... As a reaction SMILES: C1(P(C2C=CC=CC=2)C2C=CC=CC=2)C=CC=CC=1.[CH2:20]([OH:27])[C:21]1[CH:26]=[CH:25][CH:24]=[CH:23][CH:22]=1.[C:28](O)(=[O:32])[CH2:29][CH:30]=[CH2:31].N(C(OCC)=O)=NC([O-])=O>CCOCC>[C:28]([O:27][CH2:20][C:21]1[CH:26]=[CH:25][CH:24]=[CH:23][CH:22]=1)(=[O:32])[CH2:29][CH:30]=[CH2:31]. The solvent is CCOCC (ether). Run at time 8 hour. Yields the product C(CC=C)(=O)OCC1=CC=CC=C1 (Benzyl 3-butenoate). The reactants are C1(=CC=CC=C1)P(C1=CC=CC=C1)C1=CC=CC=C1 (Triphenylphosphine), C(C1=CC=CC=C1)O (benzyl alcohol), C(CC=C)(=O)O (3-butenoic acid), N(=NC(=O)[O-])C(=O)OCC (ethyl azodicarboxylate). Reported procedure: 138 g (535 mmol) Triphenylphosphine and 84 ml (812 mmol) benzyl alcohol were added dropwise to 46 g (535 mmol) 3-butenoic acid dissolved in 500 ml ether and 87 ml (535 mmol) ethyl azodicarboxylate and the mixture stirred for 7 hours and allowed to stand overnight. After evaporation of the solvent, the residue was purified by column chromotography (silica gel, hexane/ethyl acetate=95:5) and a sample analysed by thin layer chromatography (hexane:ethyl acetate=1:1) (Rf=0.61). Reactants: Cc1ccc([Mg]Br)cc1 (effective_coupling_partner), c2(OC)ccc1cc(O[Si](C)(C)C)ccc1c2 (substrate). The reagents and catalysts are ItBu. Conditions: temperature 60 celsius, time 24 hour. The product is Cc3ccc(c2ccc1cc(O[Si](C)(C)C)ccc1c2)cc3. The reactants are Cl.C1(CCCCC1)NC1=NC(=NC(=C1C)C)NCC1=NC=CC=C1 (N4-cyclohexyl-5,6-dimethyl-N2-(pyridin-2-ylmethyl)pyrimidine-2,4-diamine hydrochloride), hydrochloride salt, CC1=CC(=NC=C1)CN ([(4-methylpyridin-2-yl)methyl]amine), ClC1=NC(=C(C(=N1)NC1CCC(CC1)(F)F)C)C (2-chloro-N-(4,4-difluorocyclohexyl)-5,6-dimethylpyrimidin-4-amine). Product: FC1(CCC(CC1)NC1=NC(=NC(=C1C)C)NCC1=NC=CC(=C1)C)F (N4-(4,4-difluorocyclohexyl)-5,6-dimethyl-N2-[(4-methylpyridin-2-yl)methyl]pyrimidine-2,4-diamine). Isolated yield 45.0%. Reaction SMILES: Cl.C1(NC2C(C)=C(C)N=C(NCC3C=CC=CN=3)N=2)CCCCC1.[CH3:25][C:26]1[CH:31]=[CH:30][N:29]=[C:28]([CH2:32][NH2:33])[CH:27]=1.Cl[C:35]1[N:40]=[C:39]([NH:41][CH:42]2[CH2:47][CH2:46][C:45]([F:49])([F:48])[CH2:44][CH2:43]2)[C:38]([CH3:50])=[C:37]([CH3:51])[N:36]=1>>[F:49][C:45]1([F:48])[CH2:46][CH2:47][CH:42]([NH:41][C:39]2[C:38]([CH3:50])=[C:37]([CH3:51])[N:36]=[C:35]([NH:33][CH2:32][C:28]3[CH:27]=[C:26]([CH3:25])[CH:31]=[CH:30][N:29]=3)[N:40]=2)[CH2:43][CH2:44]1 |f:0.1|. Procedure: The titled compound was synthesized according to the general procedure described for preparation of N4-cyclohexyl-5,6-dimethyl-N2-(pyridin-2-ylmethyl)pyrimidine-2,4-diamine (Example 1) using [(4-methylpyridin-2-yl)methyl]amine instead of (pyridin-2-ylmethyl)amine and 2-chloro-N-(4,4-difluorocyclohexyl)-5,6-dimethylpyrimidin-4-amine (Step A) instead of 2-chloro-N-cyclohexyl-5,6-dimethylpyrimidin-4-amine. The product was purified by crystallization from ethanol to afford the titled compound (45% y... The reactants are Cc1ccccc1, C1=CCCC=C1, O=C(O)C(F)(F)F, Nc1ccccc1, c1ccc(P(c2ccccc2)(c2ccccc2)[Pd](P(c2ccccc2)(c2ccccc2)c2ccccc2)(P(c2ccccc2)(c2ccccc2)c2ccccc2)P(c2ccccc2)(c2ccccc2)c2ccccc2)cc1. Yields the product C1=CC(Nc2ccccc2)CCC1. RXN SMILES: [CH3:21][c:22]1[cH:23][cH:24][cH:25][cH:26][cH:27]1.[CH:1]1=[CH:2][CH:3]=[CH:4][CH2:5][CH2:6]1.[F:7][C:8]([F:9])([F:10])[C:11]([OH:12])=[O:13].[NH2:14][c:15]1[cH:16][cH:17][cH:18][cH:19][cH:20]1.[cH:28]1[cH:29][cH:30][c:31]([P:32]([Pd:33]([P:34]([c:35]2[cH:36][cH:37][cH:38][cH:39][cH:40]2)([c:41]2[cH:42][cH:43][cH:44][cH:45][cH:46]2)[c:47]2[cH:48][cH:49][cH:50][cH:51][cH:52]2)([P:53]([c:54]2[cH:55][cH:56][cH:57][cH:58][cH:59]2)([c:60]2[cH:61][cH:62][cH:63][cH:64][cH:65]2)[c:66]2[cH:67][cH:68][cH:69][cH:70][cH:71]2)[P:72]([c:73]2[cH:74][cH:75][cH:76][cH:77][cH:78]2)([c:79]2[cH:80][cH:81][cH:82][cH:83][cH:84]2)[c:85]2[cH:86][cH:87][cH:88][cH:89][cH:90]2)([c:91]2[cH:92][cH:93][cH:94][cH:95][cH:96]2)[c:97]2[cH:98][cH:99][cH:100][cH:101][cH:102]2)[cH:103][cH:104]1>>[CH2:1]1[CH:2]([NH:14][c:15]2[cH:16][cH:17][cH:18][cH:19][cH:20]2)[CH:3]=[CH:4][CH2:5][CH2:6]1.